The task is: describe an organic reaction: reactants, conditions, products, and yield. This data is from the Open Reaction Database (ORD), a public repository of structured organic reaction records. The reactants are C(=O)(O)[O-].[Na+] (NaHCO3), ClC(=O)OC(=C)C (isopropenyl chloroformate), BrC1=CC(=C(N)C=C1C1=CC2=C(N=C(N=C2)SC)N=C1C)F (4-bromo-2-fluoro-5-(7-methyl-2-(methylthio)pyrido[2,3-d]pyrimidin-6-yl)aniline). Run in CCOC(=O)C (EtOAc). The product is BrC1=CC(=C(C=C1C1=CC2=C(N=C(N=C2)SC)N=C1C)NC(OC(=C)C)=O)F (Isopropenyl N-[4-bromo-2-fluoro-5-(7-methyl-2-methylsulfanyl-pyrido[2,3-d]pyrimidin-6-yl)phenyl]carbamate). The yield is 100.0%. Reaction SMILES: [Br:1][C:2]1[C:8]([C:9]2[C:20]([CH3:21])=[N:19][C:12]3[N:13]=[C:14]([S:17][CH3:18])[N:15]=[CH:16][C:11]=3[CH:10]=2)=[CH:7][C:5]([NH2:6])=[C:4]([F:22])[CH:3]=1.C([O-])(O)=O.[Na+].Cl[C:29]([O:31][C:32]([CH3:34])=[CH2:33])=[O:30]>CCOC(C)=O>[Br:1][C:2]1[C:8]([C:9]2[C:20]([CH3:21])=[N:19][C:12]3[N:13]=[C:14]([S:17][CH3:18])[N:15]=[CH:16][C:11]=3[CH:10]=2)=[CH:7][C:5]([NH:6][C:29](=[O:30])[O:31][C:32]([CH3:34])=[CH2:33])=[C:4]([F:22])[CH:3]=1 |f:1.2|. Reported procedure: Treat a mixture of 4-bromo-2-fluoro-5-(7-methyl-2-(methylthio)pyrido[2,3-d]pyrimidin-6-yl)aniline (0.20 g, 0.527 mmol) in EtOAc (10 mL) and saturated. NaHCO3 (10 ml) with isopropenyl chloroformate (0.064 ml, 0.580 mmol) and stir the biphasic mixture vigorously at RT for 4 h. Separate the layers, extract the aqueous layer with additional EtOAc (1×), wash the combined organics with brine, dry over Na2SO4 and concentrate to dryness to afford the title compound (assume 100% yield). MS (m/z): 463.0.